This data is from the Open Reaction Database (ORD), a public repository of structured organic reaction records. The task is: describe an organic reaction: reactants, conditions, products, and yield The reactants are CC1=CP(C=C1C)C1=CC=CC=C1 (3,4-dimethyl-1-phenylphosphole), C1(=CC=CC=C1)C#CC1=CC=CC=C1 (diphenylacetylene). Yields the product CC1=C(P2C(=C(C1(C2)C)C2=CC=CC=C2)C2=CC=CC=C2)C2=CC=CC=C2 (3,4-dimethyl-2,5,6-triphenyl-1-phosphanorbornadiene). Reaction SMILES: [CH3:1][C:2]1[C:6]([CH3:7])=[CH:5][P:4](C2C=CC=CC=2)[CH:3]=1.[C:14]1([C:20]#[C:21][C:22]2[CH:27]=[CH:26][CH:25]=[CH:24][CH:23]=2)[CH:19]=[CH:18][CH:17]=[CH:16][CH:15]=1>>[CH3:7][C:6]1[C:2]2([CH3:1])[CH2:3][P:4]([C:21]([C:22]3[CH:23]=[CH:24][CH:25]=[CH:26][CH:27]=3)=[C:20]2[C:14]2[CH:19]=[CH:18][CH:17]=[CH:16][CH:15]=2)[C:5]=1[C:14]1[CH:19]=[CH:18][CH:17]=[CH:16][CH:15]=1. Procedure details: The starting compound 3,4-dimethyl-2,5,6-triphenyl-1-phosphanorbornadiene required for the preparation of NORBOS can be obtained according to the prior art in good yield in a two-stage synthesis. In the first process step, phenyldichlorophosphine or phenyldibromophosphine, or a mixture thereof, is reacted with dimethylbutadiene to give the 1-halo-2,5-dihydrophospholium salt, which is dehydrohalogenated by 2-methylpyridine to give 3,4-dimethyl-1-phenylphosphole. The reaction of the phosphole with... RXN SMILES: [BH4-:43].[CH3:1][O:2][CH2:3][CH2:4][O:5][c:6]1[cH:7][c:8]2[cH:9][c:10]([C:25]3=[N:29][CH2:28][CH:27]([CH2:30][C:31](=[O:32])[O:33][CH2:34][CH3:35])[S:26]3)[nH:11][c:12]2[c:13]([N:15]([S:16](=[O:17])(=[O:18])[c:19]2[s:20][cH:21][cH:22][cH:23]2)[CH3:24])[cH:14]1.[CH3:41][OH:42].[Li+:44].[O:36]1[CH2:37][CH2:38][CH2:39][CH2:40]1.[OH2:45]>>[CH3:1][O:2][CH2:3][CH2:4][O:5][c:6]1[cH:7][c:8]2[cH:9][c:10]([C:25]3=[N:29][CH2:28][CH:27]([CH2:30][CH2:31][OH:32])[S:26]3)[nH:11][c:12]2[c:13]([N:15]([S:16](=[O:17])(=[O:18])[c:19]2[s:20][cH:21][cH:22][cH:23]2)[CH3:24])[cH:14]1. Reactants: [BH4-], CCOC(=O)CC1CN=C(c2cc3cc(OCCOC)cc(N(C)S(=O)(=O)c4cccs4)c3[nH]2)S1, CO, [Li+], C1CCOC1, O. The product is COCCOc1cc(N(C)S(=O)(=O)c2cccs2)c2[nH]c(C3=NCC(CCO)S3)cc2c1.